This data is from the Open Reaction Database (ORD), a public repository of structured organic reaction records. The task is: describe an organic reaction: reactants, conditions, products, and yield Reactants: CCOP(=O)(CC)COc1cc(N)c(F)cc1Cl, COCCO, O=S(Cl)Cl. Yields the product CCP(=O)(COc1cc(N)c(F)cc1Cl)OCCOC. As a reaction SMILES: [CH2:1]([CH3:2])[P:3]([O:4][CH2:5][CH3:6])(=[O:7])[CH2:8][O:9][c:10]1[c:11]([Cl:18])[cH:12][c:13]([F:17])[c:14]([NH2:16])[cH:15]1.[CH3:23][O:24][CH2:25][CH2:26][OH:27].[S:19]([Cl:20])([Cl:21])=[O:22]>>[CH2:1]([CH3:2])[P:3]([O:4][CH2:5][CH2:6][O:24][CH3:23])(=[O:7])[CH2:8][O:9][c:10]1[c:11]([Cl:18])[cH:12][c:13]([F:17])[c:14]([NH2:16])[cH:15]1. Starting materials: S(=O)(=O)(OC)OC (Dimethyl sulfate), [OH-].[Na+] (sodium hydroxide), [OH-].[Na+] (Sodium hydroxide), N(=O)OCCCC (butyl nitrite), CC1=C(OCC2=C(CC#N)C=CC=C2)C=C(C=C1)C (2-(2,5-dimethylphenoxymethyl)benzyl cyanide). Solvent: C1(=CC=CC=C1)C (toluene), CC(=O)C (acetone), O (water). Run at time 2 hour. The product is CC1=C(OCC2=C(C(=NOC)C#N)C=CC=C2)C=C(C=C1)C (2-(2,5-dimethylphenoxymethyl)-α-methoxyiminobenzyl cyanide). The yield is 87.7%. RXN SMILES: [OH-].[Na+].[N:3]([O:5][CH2:6]CCC)=O.[CH3:10][C:11]1[CH:27]=[CH:26][C:25]([CH3:28])=[CH:24][C:12]=1[O:13][CH2:14][C:15]1[CH:23]=[CH:22][CH:21]=[CH:20][C:16]=1[CH2:17][C:18]#[N:19].S(OC)(OC)(=O)=O>O.C1(C)C=CC=CC=1.CC(C)=O>[CH3:10][C:11]1[CH:27]=[CH:26][C:25]([CH3:28])=[CH:24][C:12]=1[O:13][CH2:14][C:15]1[CH:23]=[CH:22][CH:21]=[CH:20][C:16]=1[C:17]([C:18]#[N:19])=[N:3][O:5][CH3:6] |f:0.1|. Procedure: 95% Sodium hydroxide (0.32 g, 7.5 mmol), acetone (5 ml) and butyl nitrite (0.62 g, 6 mmol) were added to 2-(2,5-dimethylphenoxymethyl)benzyl cyanide (1.26 g, 5 mmol). The mixture was stirred at room temperature for 2 hours. Dimethyl sulfate (0.95 g, 7.5 mmol) was added, and the mixture was stirred under ice-cooling for 10 minutes and at room temperature for 1 hour. After completion of the reaction, toluene (10 ml) and 1N aqueous sodium hydroxide solution (10 ml) were added, and the mixture was s... Starting materials: COC1=CC=C(CCl)C=C1 (4-methoxybenzyl chloride), ice water, CCOC(=O)C (EtOAc), C(C1=CC=CC=C1)OC(N[C@H](CO)[C@@H](C)OC(C)(C)C)=O (benzyl((2R,3R)-3-(tert-butoxy)-1-hydroxybutan-2-yl)carbamate), [H-].[Na+] (NaH). Reagents/catalysts: [I-].C(CCC)[N+](CCCC)(CCCC)CCCC (tetrabutylammonium iodide). The solvent is CN(C)C=O (DMF). Reaction conditions: temperature 0 celsius, time 30 minute. Product: C(C)(C)(C)O[C@H](C)[C@@H]1N(C(OC1)=O)CC1=CC=C(C=C1)OC ((R)-4-((R)-1-(tert-butoxy)ethyl)-3-(4-methoxybenzyl)oxazolidin-2-one). The yield is 96.5%. RXN SMILES: C([O:8][C:9](=[O:21])[NH:10][C@@H:11]([C@H:14]([O:16][C:17]([CH3:20])([CH3:19])[CH3:18])[CH3:15])[CH2:12]O)C1C=CC=CC=1.[H-].[Na+].[CH3:24][O:25][C:26]1[CH:33]=[CH:32][C:29]([CH2:30]Cl)=[CH:28][CH:27]=1.CCOC(C)=O>CN(C=O)C.[I-].C([N+](CCCC)(CCCC)CCCC)CCC>[C:17]([O:16][C@@H:14]([C@H:11]1[CH2:12][O:21][C:9](=[O:8])[N:10]1[CH2:30][C:29]1[CH:32]=[CH:33][C:26]([O:25][CH3:24])=[CH:27][CH:28]=1)[CH3:15])([CH3:18])([CH3:19])[CH3:20] |f:1.2,6.7|. Reported procedure: To a solution of benzyl((2R,3R)-3-(tert-butoxy)-1-hydroxybutan-2-yl)carbamate (5.88 g, 19.9 mmol) in 100 mL DMF was added NaH (60% in mineral oil, 1.62 g, 40.6 mmol) at 0° C. The reaction mixture was stirred for 30 min at 0° C. To the reaction mixture were added 4-methoxybenzyl chloride (4.07 mL, 29.9 mmol) and tetrabutylammonium iodide (0.74 g, 1.99 mmol) and the resulting mixture was warmed to room temperature and stirred for 15.5 h. The reaction mixture was poured into ice water (200 mL) form... RXN SMILES: [OH:1][C:2]1[CH:9]=[C:8]([O:10][CH3:11])[CH:7]=[CH:6][C:3]=1[CH:4]=O.[O:12]=[C:13]([CH3:16])[CH:14]=[CH2:15].N1C=CC=CC=1.C(=O)([O-])[O-].[K+].[K+].[OH-].[Na+]>CN(C)C=O>[CH3:11][O:10][C:8]1[CH:9]=[C:2]2[C:3]([CH:4]=[C:14]([C:13](=[O:12])[CH3:16])[CH2:15][O:1]2)=[CH:6][CH:7]=1 |f:3.4.5,6.7|. Reactants: OC1=C(C=O)C=CC(=C1)OC (2-hydroxy-4-methoxybenzaldehyde), O=C(C=C)C (3-oxo-1-butene), N1=CC=CC=C1 (pyridine), C([O-])([O-])=O.[K+].[K+] (potassium carbonate), [OH-].[Na+] (sodium hydroxide). Run in CN(C=O)C (dimethylformamide). Procedure details: 1.52 g (10 mmol) of 2-hydroxy-4-methoxybenzaldehyde, 0.66 g (10 mmol) of 3-oxo-1-butene and 0.79 g (10 mmol) of pyridine are added at room temperature and with mechanical stirring to a suspension of 0.14 g (1 mmol) of potassium carbonate in 100 ml of dimethylformamide. The mixture is brought to reflux while magnetic stirring is maintained for 6 hours. The reaction medium is then poured into 200 ml of 0.5 N aqueous sodium hydroxide solution and thereafter extracted three times with 100 ml of diet... Yields the product COC1=CC=C2C=C(COC2=C1)C(C)=O (7-METHOXY-3-ACETYL-2H-CHROMENE). Starting materials: O=C([O-])[O-], C=COC(=O)Cl, ClCCCl, [K+], [K+], CN1C2CCC1CC(c1nsc3ccccc13)C2. Product: c1ccc2c(C3CC4CCC(C3)N4)nsc2c1. Reaction SMILES: [C:25](=[O:26])([O-:27])[O-:28].[Cl:1][C:2]([O:3][CH:4]=[CH2:5])=[O:6].[Cl:31][CH2:32][CH2:33][Cl:34].[K+:29].[K+:30].[s:7]1[n:8][c:9]([CH:16]2[CH2:17][CH:18]3[CH2:19][CH2:20][CH:21]([CH2:22]2)[N:23]3[CH3:24])[c:10]2[c:11]1[cH:12][cH:13][cH:14][cH:15]2>>[s:7]1[n:8][c:9]([CH:16]2[CH2:17][CH:18]3[CH2:19][CH2:20][CH:21]([CH2:22]2)[NH:23]3)[c:10]2[c:11]1[cH:12][cH:13][cH:14][cH:15]2. Starting materials: [O-]S(=O)(=O)[O-].[Mg+2] (MgSO4), ClC1=C2C(=NC=C1)C=C(S2)C(=O)N2CCN(CC2)C ((7-chlorothieno[3,2-b]pyridin-2-yl)(4-methylpiperazin-1-yl)methanone), FC1=C(C=CC(=C1)[N+](=O)[O-])O (2-fluoro-4-nitrophenol), C(=O)([O-])[O-].[Na+].[Na+] (Na2CO3). The solvent is O(C1=CC=CC=C1)C1=CC=CC=C1 (Ph2O), C(Cl)Cl (DCM), CO.C(Cl)Cl (MeOH DCM), CCOC(=O)C.CCCCCC (AcOEt Hexane). Run at temperature 190 celsius. Yields the product FC1=C(OC2=C3C(=NC=C2)C=C(S3)C(=O)N3CCN(CC3)C)C=CC(=C1)[N+](=O)[O-] ((7-(2-fluoro-4-nitrophenoxy)thieno[3,2-b]pyridin-2-yl)(4-methylpiperazin-1-yl)methanone). Yield: 73.3%. RXN SMILES: [O-]S([O-])(=O)=O.[Mg+2].Cl[C:8]1[CH:13]=[CH:12][N:11]=[C:10]2[CH:14]=[C:15]([C:17]([N:19]3[CH2:24][CH2:23][N:22]([CH3:25])[CH2:21][CH2:20]3)=[O:18])[S:16][C:9]=12.[F:26][C:27]1[CH:32]=[C:31]([N+:33]([O-:35])=[O:34])[CH:30]=[CH:29][C:28]=1[OH:36].C([O-])([O-])=O.[Na+].[Na+]>O(C1C=CC=CC=1)C1C=CC=CC=1.CO.C(Cl)Cl.CCOC(C)=O.CCCCCC.C(Cl)Cl>[F:26][C:27]1[CH:32]=[C:31]([N+:33]([O-:35])=[O:34])[CH:30]=[CH:29][C:28]=1[O:36][C:8]1[CH:13]=[CH:12][N:11]=[C:10]2[CH:14]=[C:15]([C:17]([N:19]3[CH2:24][CH2:23][N:22]([CH3:25])[CH2:21][CH2:20]3)=[O:18])[S:16][C:9]=12 |f:0.1,4.5.6,8.9,10.11|. Procedure: MgSO4 (1.41 g, 11.78 mmol) was added to a suspension of 436 (1.16 g, 3.93 mmol), 2-fluoro-4-nitrophenol (1.23 g, 7.85 mmol) and Na2CO3 (1.24 g, 11.78 mmol) in Ph2O (10 mL). The suspension was heated at 160° C. for 1.5 h and at 190° C. for 2 h. After cooling to room temperature, DCM (30 mL) was added and the reaction mixture was filtered and concentrated. The residue was purified by biotage (SNAP 25 g cartridge; AcOEt/Hexane:10/90 over 5 CV then MeOH/DCM: 0/100 to 10/90 over 20CV), to afford the ... The reactants are O=C(Cl)c1ccccc1Br, ClCCl, CN1CCC(C(=O)c2cccc(N)c2)CC1. Yields the product CN1CCC(C(=O)c2cccc(NC(=O)c3ccccc3Br)c2)CC1. Reaction SMILES: [Br:17][c:18]1[c:19]([C:20](=[O:21])[Cl:22])[cH:23][cH:24][cH:25][cH:26]1.[CH2:27]([Cl:28])[Cl:29].[NH2:1][c:2]1[cH:3][c:4]([C:5](=[O:6])[CH:7]2[CH2:8][CH2:9][N:10]([CH3:13])[CH2:11][CH2:12]2)[cH:14][cH:15][cH:16]1>>[NH:1]([c:2]1[cH:3][c:4]([C:5](=[O:6])[CH:7]2[CH2:8][CH2:9][N:10]([CH3:13])[CH2:11][CH2:12]2)[cH:14][cH:15][cH:16]1)[C:20]([c:19]1[c:18]([Br:17])[cH:26][cH:25][cH:24][cH:23]1)=[O:21].